Dataset: the Open Reaction Database (ORD), a public repository of structured organic reaction records. Task: describe an organic reaction: reactants, conditions, products, and yield The reactants are C(C)(C)(C)OC(=O)N1C[C@@H]([C@H](CC1)C1=CC=C(C=C1)OCCCOCC1=C(C=CC=C1)OC)OCC1=CC=C2CCCN(C2=C1)CCN=[N+]=[N-] ((3R,4R)-3-[1-(2-azido-ethyl)-1,2,3,4-tetrahydro-quinolin-7-ylmethoxy]-4-[4-[3-(2-methoxy-benzyloxy)-propoxy]-phenyl]-piperidine-1-carboxylic acid tert-butyl ester), [BH4-].[Na+] (sodium borohydride). Reagents/catalysts: O.O.O.O.O.O.[Ni](Cl)Cl (nickel(II) chloride hexahydrate). The product is C(C)(C)(C)OC(=O)N1C[C@@H]([C@H](CC1)C1=CC=C(C=C1)OCCCOCC1=C(C=CC=C1)OC)OCC1=CC=C2CCCN(C2=C1)CCN ((3R,4R)-3-[1-(2-amino-ethyl)-1,2,3,4-tetrahydro-quinolin-7-ylmethoxy]-4-[4-[3-(2-methoxy-benzyloxy)-propoxy]-phenyl]-piperidine-1-carboxylic acid tert-butyl ester). Reaction SMILES: [C:1]([O:5][C:6]([N:8]1[CH2:13][CH2:12][C@H:11]([C:14]2[CH:19]=[CH:18][C:17]([O:20][CH2:21][CH2:22][CH2:23][O:24][CH2:25][C:26]3[CH:31]=[CH:30][CH:29]=[CH:28][C:27]=3[O:32][CH3:33])=[CH:16][CH:15]=2)[C@@H:10]([O:34][CH2:35][C:36]2[CH:45]=[C:44]3[C:39]([CH2:40][CH2:41][CH2:42][N:43]3[CH2:46][CH2:47][N:48]=[N+]=[N-])=[CH:38][CH:37]=2)[CH2:9]1)=[O:7])([CH3:4])([CH3:3])[CH3:2].[BH4-].[Na+]>O.O.O.O.O.O.[Ni](Cl)Cl>[C:1]([O:5][C:6]([N:8]1[CH2:13][CH2:12][C@H:11]([C:14]2[CH:19]=[CH:18][C:17]([O:20][CH2:21][CH2:22][CH2:23][O:24][CH2:25][C:26]3[CH:31]=[CH:30][CH:29]=[CH:28][C:27]=3[O:32][CH3:33])=[CH:16][CH:15]=2)[C@@H:10]([O:34][CH2:35][C:36]2[CH:45]=[C:44]3[C:39]([CH2:40][CH2:41][CH2:42][N:43]3[CH2:46][CH2:47][NH2:48])=[CH:38][CH:37]=2)[CH2:9]1)=[O:7])([CH3:2])([CH3:4])[CH3:3] |f:1.2,3.4.5.6.7.8.9|. Procedure details: In analogy to the procedure described in example 10(c), the (3R,4R)-3-[1-(2-azido-ethyl)-1,2,3,4-tetrahydro-quinolin-7-ylmethoxy]-4-[4-[3-(2-methoxy-benzyloxy)-propoxy]-phenyl]-piperidine-1-carboxylic acid tert-butyl ester was reduced with sodium borohydride in presence of nickel(II) chloride hexahydrate to yield the (3R,4R)-3-[1-(2-amino-ethyl)-1,2,3,4-tetrahydro-quinolin-7-ylmethoxy]-4-[4-[3-(2-methoxy-benzyloxy)-propoxy]-phenyl]-piperidine-1-carboxylic acid tert-butyl ester as a light yellow ... Starting materials: CCOC(C)=O, [Cl-], N#Cc1cc([N+](=O)[O-])ccc1F. The product is N#Cc1cc(N)ccc1F. Reaction SMILES: [CH3:14][CH2:15][O:16][C:17](=[O:18])[CH3:19].[Cl-:13].[F:1][c:2]1[c:3]([C:4]#[N:5])[cH:6][c:7]([N+:10]([O-:11])=[O:12])[cH:8][cH:9]1>>[F:1][c:2]1[c:3]([C:4]#[N:5])[cH:6][c:7]([NH2:10])[cH:8][cH:9]1. Reactants: C1CCOC1, [Li]CCCC, Cl, Fc1ccccc1F, CCCCCCC1CO1. Yields the product CCCCCCC(O)Cc1cccc(F)c1F. Reaction SMILES: [CH2:24]1[O:25][CH2:26][CH2:27][CH2:28]1.[CH2:9]([Li:10])[CH2:11][CH2:12][CH3:13].[ClH:23].[F:1][c:2]1[cH:3][cH:4][cH:5][cH:6][c:7]1[F:8].[O:14]1[CH2:15][CH:16]1[CH2:17][CH2:18][CH2:19][CH2:20][CH2:21][CH3:22]>>[F:1][c:2]1[c:3]([CH2:15][CH:16]([OH:14])[CH2:17][CH2:18][CH2:19][CH2:20][CH2:21][CH3:22])[cH:4][cH:5][cH:6][c:7]1[F:8]. Reactants: C(C)(C)(C)OC(=O)N[C@H](C(=O)OC)C(C)(C)S (methyl (2R)-2-[(tert-butoxycarbonyl)amino]-3-mercapto-3-methylbutanoate), CC(C)([O-])C.[Na+] (sodium tert-butoxide), BrCCC1=CC=CC=C1 ((2-bromoethyl)benzene). Reaction SMILES: [C:1]([O:5][C:6]([NH:8][C@@H:9]([C:14]([SH:17])([CH3:16])[CH3:15])[C:10]([O:12][CH3:13])=[O:11])=[O:7])([CH3:4])([CH3:3])[CH3:2].CC(C)([O-])C.[Na+].Br[CH2:25][CH2:26][C:27]1[CH:32]=[CH:31][CH:30]=[CH:29][CH:28]=1>CC#N>[C:1]([O:5][C:6]([NH:8][C@@H:9]([C:14]([CH3:16])([S:17][CH2:25][CH2:26][C:27]1[CH:32]=[CH:31][CH:30]=[CH:29][CH:28]=1)[CH3:15])[C:10]([O:12][CH3:13])=[O:11])=[O:7])([CH3:4])([CH3:2])[CH3:3] |f:1.2|. Conditions: time 18 hour. Isolated yield 45.0%. Run in CC#N (CH3CN). The product is C(C)(C)(C)OC(=O)N[C@H](C(=O)OC)C(C)(SCCC1=CC=CC=C1)C (Methyl (2R)-2-[(tert-butoxycarbonyl)amino]-3-methyl-3-[(2-phenylethyl)thio]butanoate). Reported procedure: To a CH3CN (50 mL) solution containing methyl (2R)-2-[(tert-butoxycarbonyl)amino]-3-mercapto-3-methylbutanoate (as described above) (1.26 g, 4.78 mmol, 1.0 eq) was added sodium tert-butoxide (597 mg, 6.21 mmol, 1.3 eq). The resulting pale yellow mixture was allowed to stir at RT for 10 min at which time (2-bromoethyl)benzene (718 μL, 5.26 mmol, 1.1 eq) was added. The resulting solution was allowed to stir at RT for 18 hr. The reaction was then quenched with a sat NH4Cl solution, poured into H2O,...